From a dataset of the Open Reaction Database (ORD), a public repository of structured organic reaction records. describe an organic reaction: reactants, conditions, products, and yield The reactants are OC(C)(C)C=1N=C(NC1C(=O)OCC)CCC (ethyl 4-(1-hydroxy-1-methylethyl)-2-propylimidazole-5-carboxylate), BrCC1=CC=C(C=C1)C=1C(=CC=CC1)C#N (4'-bromomethylbiphenyl-2-carbonitrile), CC(C)([O-])C.[K+] (potassium t-butoxide). Product: C(#N)C1=C(C=CC=C1)C1=CC=C(C=C1)CN1C(=NC(=C1C(=O)OCC)C(C)(C)O)CCC (Ethyl 1-(2'-cyanobiphenyl-4-yl)methyl-4-(1-hydroxy-1-methylethyl)-2-propylimidazole-5-carboxylate). Yield: 95.3%. Reaction SMILES: [OH:1][C:2]([C:5]1[N:6]=[C:7]([CH2:15][CH2:16][CH3:17])[NH:8][C:9]=1[C:10]([O:12][CH2:13][CH3:14])=[O:11])([CH3:4])[CH3:3].Br[CH2:19][C:20]1[CH:25]=[CH:24][C:23]([C:26]2[C:27]([C:32]#[N:33])=[CH:28][CH:29]=[CH:30][CH:31]=2)=[CH:22][CH:21]=1.CC(C)([O-])C.[K+]>>[C:32]([C:27]1[CH:28]=[CH:29][CH:30]=[CH:31][C:26]=1[C:23]1[CH:22]=[CH:21][C:20]([CH2:19][N:8]2[C:9]([C:10]([O:12][CH2:13][CH3:14])=[O:11])=[C:5]([C:2]([OH:1])([CH3:4])[CH3:3])[N:6]=[C:7]2[CH2:15][CH2:16][CH3:17])=[CH:25][CH:24]=1)#[N:33] |f:2.3|. Procedure: Following a procedure similar to that as described in Example 68(a), but using 4.01 g of ethyl 4-(1-hydroxy-1-methylethyl)-2-propylimidazole-5-carboxylate (prepared as described in Preparation 9), 5.0 g of 4'-bromomethylbiphenyl-2-carbonitrile and 1.97 g of potassium t-butoxide, 6.86 g of the title compound were obtained as crystals, melting at 92°-93° C. The reactants are Nc1cc(Br)ccc1[N+](=O)[O-], CCOC(C)=O, CC(C)NC(C)C, I[Cu]I, C#Cc1ccccc1. The product is Nc1cc(C#Cc2ccccc2)ccc1[N+](=O)[O-]. Reaction SMILES: [Br:1][c:2]1[cH:3][cH:4][c:5]([N+:9](=[O:10])[O-:11])[c:6]([NH2:7])[cH:8]1.[CH3:30][CH2:31][O:32][C:33](=[O:34])[CH3:35].[CH:20]([NH:21][CH:22]([CH3:23])[CH3:24])([CH3:25])[CH3:26].[Cu:27]([I:28])[I:29].[c:12]1([C:18]#[CH:19])[cH:13][cH:14][cH:15][cH:16][cH:17]1>>[c:2]1([C:19]#[C:18][c:12]2[cH:13][cH:14][cH:15][cH:16][cH:17]2)[cH:3][cH:4][c:5]([N+:9](=[O:10])[O-:11])[c:6]([NH2:7])[cH:8]1. The reactants are CC1(C)CCCOc2c(N)cccc21, N#CCOc1ccccc1Nc1nc(Cl)ncc1Cl. Product: CC1(C)CCCOc2c(Nc3ncc(Cl)c(Nc4ccccc4OCC#N)n3)cccc21. RXN SMILES: [CH3:1][C:2]1([CH3:14])[c:3]2[c:4]([c:9]([NH2:13])[cH:10][cH:11][cH:12]2)[O:5][CH2:6][CH2:7][CH2:8]1.[Cl:15][c:16]1[n:17][cH:18][c:19]([Cl:33])[c:20]([NH:22][c:23]2[c:24]([O:25][CH2:26][C:27]#[N:28])[cH:29][cH:30][cH:31][cH:32]2)[n:21]1>>[CH3:1][C:2]1([CH3:14])[c:3]2[c:4]([c:9]([NH:13][c:16]3[n:17][cH:18][c:19]([Cl:33])[c:20]([NH:22][c:23]4[c:24]([O:25][CH2:26][C:27]#[N:28])[cH:29][cH:30][cH:31][cH:32]4)[n:21]3)[cH:10][cH:11][cH:12]2)[O:5][CH2:6][CH2:7][CH2:8]1. The reactants are CCOC(C)=O, COC(=O)c1cc2c3cc(Cl)ccc3n(C)c2s1, Cl, [K+], [OH-], Cc1ccccc1. Product: Cn1c2ccc(Cl)cc2c2cc(C(=O)O)sc21. As a reaction SMILES: [C:29]([O:30][CH2:31][CH3:32])(=[O:33])[CH3:34].[Cl:3][c:4]1[cH:5][c:6]2[c:7]3[c:8]([n:9]([CH3:13])[c:10]2[cH:11][cH:12]1)[s:14][c:15]([C:17](=[O:18])[O:19][CH3:20])[cH:16]3.[ClH:21].[K+:2].[OH-:1].[c:22]1([CH3:23])[cH:24][cH:25][cH:26][cH:27][cH:28]1>>[Cl:3][c:4]1[cH:5][c:6]2[c:7]3[c:8]([n:9]([CH3:13])[c:10]2[cH:11][cH:12]1)[s:14][c:15]([C:17](=[O:18])[OH:19])[cH:16]3. Starting materials: O=S(=O)(Cl)CCl, Cl, Nc1ccc(F)c([N+](=O)[O-])c1, c1ccncc1. As a reaction SMILES: [Cl:12][CH2:13][S:14](=[O:15])(=[O:16])[Cl:17].[ClH:18].[NH2:1][c:2]1[cH:3][cH:4][c:5]([F:6])[c:7]([N+:9]([O-:10])=[O:11])[cH:8]1.[cH:19]1[cH:20][cH:21][n:22][cH:23][cH:24]1>>[NH:1]([c:2]1[cH:3][cH:4][c:5]([F:6])[c:7]([N+:9]([O-:10])=[O:11])[cH:8]1)[S:14]([CH2:13][Cl:12])(=[O:15])=[O:16]. The product is O=[N+]([O-])c1cc(NS(=O)(=O)CCl)ccc1F. Starting materials: O=C([O-])[O-], CO, CCCCCC, C[Si](C)(C)C#Cc1ccc(Cl)cc1, [K+], [K+]. Yields the product C#Cc1ccc(Cl)cc1. As a reaction SMILES: [C:14](=[O:15])([O-:16])[O-:17].[CH3:20][OH:21].[CH3:22][CH2:23][CH2:24][CH2:25][CH2:26][CH3:27].[Cl:1][c:2]1[cH:3][cH:4][c:5]([C:8]#[C:9][Si:10]([CH3:11])([CH3:12])[CH3:13])[cH:6][cH:7]1.[K+:18].[K+:19]>>[Cl:1][c:2]1[cH:3][cH:4][c:5]([C:8]#[CH:9])[cH:6][cH:7]1.